Dataset: the Open Reaction Database (ORD), a public repository of structured organic reaction records. Task: describe an organic reaction: reactants, conditions, products, and yield The reactants are C[Si](C)(C)CCOC(=O)NC=1N=CC=2NC3=CC=C(C=C3C2C1COC)OCC1=CC=CC=C1 (3-trimethylsilylethoxycarbonylamino-6-benzyloxy-4-methoxymethyl-β-carboline), [F-].C(CCC)[N+](CCCC)(CCCC)CCCC (tetrabutylammonium fluoride). The solvent is O1CCCC1 (tetrahydrofuran). Yields the product NC=1N=CC=2NC3=CC=C(C=C3C2C1COC)OCC1=CC=CC=C1 (3-amino-6-benzyloxy-4-methoxymethyl-β-carboline). The yield is 37.8%. RXN SMILES: C[Si](CCOC([NH:10][C:11]1[N:12]=[CH:13][C:14]2[NH:15][C:16]3[C:21]([C:22]=2[C:23]=1[CH2:24][O:25][CH3:26])=[CH:20][C:19]([O:27][CH2:28][C:29]1[CH:34]=[CH:33][CH:32]=[CH:31][CH:30]=1)=[CH:18][CH:17]=3)=O)(C)C.[F-].C([N+](CCCC)(CCCC)CCCC)CCC>O1CCCC1>[NH2:10][C:11]1[N:12]=[CH:13][C:14]2[NH:15][C:16]3[C:21]([C:22]=2[C:23]=1[CH2:24][O:25][CH3:26])=[CH:20][C:19]([O:27][CH2:28][C:29]1[CH:30]=[CH:31][CH:32]=[CH:33][CH:34]=1)=[CH:18][CH:17]=3 |f:1.2|. Procedure details: 5 g of 3-trimethylsilylethoxycarbonylamino-6-benzyloxy-4-methoxymethyl-β-carboline in 40 ml of tetrahydrofuran is heated with 22 ml of tetrabutylammonium fluoride for 3 hours to 50° C. After distilling off the solvent it is taken up in ethyl acetate and washed once each with a saturated sodium-carbonate and saturated common salt solution. The organic phase is dried, filtered and concentrated by evaporation. The residue is chromatographed on silica gel with methylene chloride: ethanol=10:2 as elu... Starting materials: CC(C)(C)c1ccccc1, N, O=C(c1ccccc1)c1ccccc1. The product is N=C(c1ccccc1)c1ccccc1. Reaction SMILES: [C:16]([c:17]1[cH:18][cH:19][cH:20][cH:21][cH:22]1)([CH3:23])([CH3:24])[CH3:25].[NH3:15].[O:1]=[C:2]([c:3]1[cH:4][cH:5][cH:6][cH:7][cH:8]1)[c:9]1[cH:10][cH:11][cH:12][cH:13][cH:14]1>>[C:2]([c:3]1[cH:4][cH:5][cH:6][cH:7][cH:8]1)([c:9]1[cH:10][cH:11][cH:12][cH:13][cH:14]1)=[NH:15].